From a dataset of the Open Reaction Database (ORD), a public repository of structured organic reaction records. describe an organic reaction: reactants, conditions, products, and yield Starting materials: Cc1[nH]c(C=O)c(C)c1CCC(=O)O, C1CCNCC1, COc1ccc(-c2ccc3c(c2)NC(=O)C3)cc1, CCO. The product is COc1ccc(-c2ccc3c(c2)NC(=O)C3=Cc2[nH]c(C)c(CCC(=O)O)c2C)cc1. Reaction SMILES: [C:1](=[O:2])([OH:3])[CH2:4][CH2:5][c:6]1[c:7]([CH3:14])[nH:8][c:9]([CH:12]=[O:13])[c:10]1[CH3:11].[CH2:33]1[CH2:34][CH2:35][NH:36][CH2:37][CH2:38]1.[CH3:15][O:16][c:17]1[cH:18][cH:19][c:20](-[c:23]2[cH:24][cH:25][c:26]3[c:30]([cH:31]2)[NH:29][C:28](=[O:32])[CH2:27]3)[cH:21][cH:22]1.[CH3:39][CH2:40][OH:41]>>[C:1](=[O:2])([OH:3])[CH2:4][CH2:5][c:6]1[c:7]([CH3:14])[nH:8][c:9]([CH:12]=[C:27]2[c:26]3[cH:25][cH:24][c:23](-[c:20]4[cH:19][cH:18][c:17]([O:16][CH3:15])[cH:22][cH:21]4)[cH:31][c:30]3[NH:29][C:28]2=[O:32])[c:10]1[CH3:11]. Reaction conditions: time 4 hour. Reagents/catalysts: [Pt] (platinum). The reactants are ClC=1C(=C(C=CC1)NC(=O)C1=CC(=CC=2NC(=NC21)COC)[N+](=O)[O-])C (N-(3-chloro-2-methylphenyl)-2-(methoxymethyl)-6-nitro-1H-benzimidazole-4-carboxamide). RXN SMILES: [Cl:1][C:2]1[C:3]([CH3:26])=[C:4]([NH:8][C:9]([C:11]2[C:19]3[N:18]=[C:17]([CH2:20][O:21][CH3:22])[NH:16][C:15]=3[CH:14]=[C:13]([N+:23]([O-])=O)[CH:12]=2)=[O:10])[CH:5]=[CH:6][CH:7]=1>CO.C1COCC1.[Pt]>[NH2:23][C:13]1[CH:12]=[C:11]([C:9]([NH:8][C:4]2[CH:5]=[CH:6][CH:7]=[C:2]([Cl:1])[C:3]=2[CH3:26])=[O:10])[C:19]2[N:18]=[C:17]([CH2:20][O:21][CH3:22])[NH:16][C:15]=2[CH:14]=1 |f:1.2|. Reported procedure: To a suspension of methyl 2-(methoxymethyl)-6-nitro-1H-benzimidazole-4-carboxylate (Example 11, Step 3) (4.8 g) in MeOH (120 mL), were added lithium hydroxide hydrate (4.56 g) and water (54 mL). The mixture was stirred at room temperature for 16 hours. Under ice-cooling, 1N hydrochloric acid was added slowly to the reaction mixture to adjust the pH to about 2. The precipitate was collected by filtration and dried to obtain 2-(methoxymethyl)-6-nitro-1H-benzimidazole-4-carboxylic acid (4.6 g). To ... Yield: 77.0%. Product: NC=1C=C(C2=C(NC(=N2)COC)C1)C(=O)NC1=C(C(=CC=C1)Cl)C (6-amino-N-(3-chloro-2-methylphenyl)-2-(methoxymethyl)-1H-benzimidazole-4-carboxamide). The solvent is CO.C1CCOC1 (MeOH THF). Reactants: C(Cl)(Cl)Cl (CHCl3), C=C1[C@H](CC(O)O[C@H]1C)NC(C(F)(F)F)=O (2,3,4,6-tetradeoxy-4-C-methylene-3-trifluoroacetamido-L-threo-hexopyranose), FC(C(=O)OC(C(F)(F)F)=O)(F)F (trifluoroacetic anhydride). The solvent is C(Cl)Cl (methylene dichloride). Reaction conditions: time 8 hour. The product is C=C1[C@H](CC(O[C@H]1C)Cl)NC(C(F)(F)F)=O (2,3,4,6-tetradeoxy-4-C-methylene-3-trifluoroacetamido-L-threo-hexopyranosyl chloride). The yield is 90.0%. Reaction SMILES: [CH:1]([Cl:4])(Cl)Cl.[CH2:5]=[C:6]1[C@H:12]([CH3:13])[O:11]C(O)[CH2:8][C@@H:7]1[NH:14][C:15](=[O:20])[C:16]([F:19])([F:18])[F:17].FC(F)(F)C(OC(=O)C(F)(F)F)=O>C(Cl)Cl>[CH2:5]=[C:6]1[C@H:12]([CH3:13])[O:11][CH:1]([Cl:4])[CH2:8][C@@H:7]1[NH:14][C:15](=[O:20])[C:16]([F:18])([F:19])[F:17]. Reported procedure: A solution of 0.51 g (2 mmol) of the intermediate VIII in 10 ml of acetic acid and 40 ml of water was heated at 100° C. for two hours, then evaporated to dryness to give 2,3,4,6-tetradeoxy-4-C-methylene-3-trifluoroacetamido-L-threo-hexopyranose (IX, 0.47 g, 99%) as a white solid: m.p. 168°-170° C., [α]D20° -160° (c=0.5, CHCl3). Treatment of IX (0.36 g, 1.5 mmol) in 25 ml of dry methylene dichloride with 4 ml of trifluoroacetic anhydride for 2 hours at 0° C. and 1 hour at 20° C. gave, after evapo... Yields the product C12(CC3CC(CC(C1)C3)C2)S(=O)C=2C(OC(=CC2O)C)=O (3-(1-adamantylsulfinyl)-4-hydroxy-6-methyl- 2-pyrone). Conditions: time 19 hour. Starting materials: C12(CC3CC(CC(C1)C3)C2)SC=2C(OC(=CC2O)C)=O (3-(1-adamantylthio)-4-hydroxy-6-methyl-2-pyrone), OO (hydrogen peroxide), ice water. The solvent is C(C)(=O)O (acetic acid). Reported procedure: To a solution of 2.0 g. (0.0068 mole) of 3-(1-adamantylthio)-4-hydroxy-6-methyl-2-pyrone in 50 ml. of glacial acetic acid was added 0.78 g. (0.0070 mole) of 30% hydrogen peroxide and the solution allowed to stand at room temperature for 19 hours. The solution was then poured into ice water, and the resulting white solid precipitate was collected on a filter and recrystallized from ethanol to give the pure product 3-(1-adamantylsulfinyl)-4-hydroxy-6-methyl- 2-pyrone as 1.67 g. (80 percent) of col... Reaction SMILES: [C:1]12([S:11][C:12]3[C:13](=[O:20])[O:14][C:15]([CH3:19])=[CH:16][C:17]=3[OH:18])[CH2:10][CH:5]3[CH2:6][CH:7]([CH2:9][CH:3]([CH2:4]3)[CH2:2]1)[CH2:8]2.[OH:21]O>C(O)(=O)C>[C:1]12([S:11]([C:12]3[C:13](=[O:20])[O:14][C:15]([CH3:19])=[CH:16][C:17]=3[OH:18])=[O:21])[CH2:8][CH:7]3[CH2:9][CH:3]([CH2:4][CH:5]([CH2:6]3)[CH2:10]1)[CH2:2]2. Procedure details: To a mixture of 2,6-dichloro-4-iodo-pyridine (500 mg, 1.826 mmol), tert-butyl 3-(4,4,5,5-tetramethyl-1,3,2-dioxaborolan-2-yl)-2,5-dihydropyrrole-1-carboxylate (646.7 mg, 2.191 mmol, 1.2 equiv.), potassium carbonate (510 mg, 3.651 mmol, 2 equiv.), and PD(dppf)Cl2 DCM (223.6 mg, 0.274 mmol, 0.15 equiv.) in 1,4-dioxane (6 mL) and water (2 mL) was capped in a large CEM vial, de-gassed with N2, heated in oil bath @ 65° C. o/n. It was diluted with water, extracted with EtOAc (2×50 mL), dried over Na2S... Conditions: temperature 65 celsius. Solvent: O1CCOCC1 (1,4-dioxane), O (water). Isolated yield 52.8%. The reactants are ClC1=NC(=CC(=C1)I)Cl (2,6-dichloro-4-iodo-pyridine), CC1(OB(OC1(C)C)C=1CN(CC1)C(=O)OC(C)(C)C)C (tert-butyl 3-(4,4,5,5-tetramethyl-1,3,2-dioxaborolan-2-yl)-2,5-dihydropyrrole-1-carboxylate), C([O-])([O-])=O.[K+].[K+] (potassium carbonate), PD(dppf)Cl2 DCM. Product: ClC1=NC(=CC(=C1)C=1CN(CC1)C(=O)OC(C)(C)C)Cl (tert-butyl 3-(2,6-dichloropyridin-4-yl)-2,5-dihydro-1H-pyrrole-1-carboxylate). As a reaction SMILES: [Cl:1][C:2]1[CH:7]=[C:6](I)[CH:5]=[C:4]([Cl:9])[N:3]=1.CC1(C)C(C)(C)OB([C:18]2[CH2:19][N:20]([C:23]([O:25][C:26]([CH3:29])([CH3:28])[CH3:27])=[O:24])[CH2:21][CH:22]=2)O1.C(=O)([O-])[O-].[K+].[K+]>O1CCOCC1.O>[Cl:1][C:2]1[CH:7]=[C:6]([C:22]2[CH2:21][N:20]([C:23]([O:25][C:26]([CH3:29])([CH3:28])[CH3:27])=[O:24])[CH2:19][CH:18]=2)[CH:5]=[C:4]([Cl:9])[N:3]=1 |f:2.3.4|. Reactants: COC(C)=O, COC(=O)C(=O)N1C(=O)CC1SC(C)=O, CO, O. Yields the product CC(=O)SC1CC(=O)N1. RXN SMILES: [C:16]([O:17][CH3:18])(=[O:19])[CH3:20].[CH3:1][O:2][C:3](=[O:4])[C:5]([N:6]1[C:7](=[O:14])[CH2:8][CH:9]1[S:10][C:11]([CH3:12])=[O:13])=[O:15].[CH3:22][OH:23].[OH2:21]>>[NH:6]1[C:7](=[O:14])[CH2:8][CH:9]1[S:10][C:11]([CH3:12])=[O:13]. Reactants: IC1=CC=C(C=C1)NC1=NC=CC=N1 (N-(4-iodophenyl)pyrimidin-2-amine), Br.BrCC1=CC=NC=C1 (4-bromomethylpyridine hydrobromide), [H-].[Na+] (sodium hydride). Yields the product IC1=CC=C(C=C1)N(C1=NC=CC=N1)CC1=CC=NC=C1 (N-(4-iodophenyl)-N-((pyridin-4-yl)methyl)pyrimidin-2-amine). The yield is 23.7%. Reaction SMILES: [I:1][C:2]1[CH:7]=[CH:6][C:5]([NH:8][C:9]2[N:14]=[CH:13][CH:12]=[CH:11][N:10]=2)=[CH:4][CH:3]=1.Br.Br[CH2:17][C:18]1[CH:23]=[CH:22][N:21]=[CH:20][CH:19]=1.[H-].[Na+]>>[I:1][C:2]1[CH:3]=[CH:4][C:5]([N:8]([CH2:17][C:18]2[CH:23]=[CH:22][N:21]=[CH:20][CH:19]=2)[C:9]2[N:10]=[CH:11][CH:12]=[CH:13][N:14]=2)=[CH:6][CH:7]=1 |f:1.2,3.4|. Procedure: In the same manner as in Reference Example 22, N-(4-iodophenyl)pyrimidin-2-amine (300 mg) and 4-bromomethylpyridine hydrobromide (307 mg) were reacted in the presence of sodium hydride to obtain N-(4-iodophenyl)-N-((pyridin-4-yl)methyl)pyrimidin-2-amine (93 mg).